Dataset: the Open Reaction Database (ORD), a public repository of structured organic reaction records. Task: describe an organic reaction: reactants, conditions, products, and yield The reactants are C(C1=CC=CC=C1)OC(=O)N1CCN2CCN(CCN(CC1)CCC2)C(=O)OCC2=CC=CC=C2 (4,10-bis-(benzyloxycarbonyl)-1,4,7,10-tetraazabicyclo[5.5.3]pentadecane). Reagents/catalysts: [Pd] (Pd/C). The solvent is C(C)O (ethanol). Reaction conditions: time 12 hour. The product is N12CCNCCN(CCNCC1)CCC2 (1,4,7,10-tetraazabicyclo[5.5.3]pentadecane). Isolated yield 96.8%. Reaction SMILES: C(OC([N:11]1[CH2:22][CH2:21][N:20]2[CH2:23][CH2:24][CH2:25][N:14]([CH2:15][CH2:16][N:17](C(OCC3C=CC=CC=3)=O)[CH2:18][CH2:19]2)[CH2:13][CH2:12]1)=O)C1C=CC=CC=1>C(O)C.[Pd]>[N:14]12[CH2:25][CH2:24][CH2:23][N:20]([CH2:21][CH2:22][NH:11][CH2:12][CH2:13]1)[CH2:19][CH2:18][NH:17][CH2:16][CH2:15]2. Procedure details: To a solution of 3 (3.67 g, 7.64 mmol) in ethanol (60 mL) was added 10% Pd/C (1.10 g). The resulting mixture was stirred under H2 (g) atmosphere at room temperature for 12 hours. The reaction mixture was filtered through a celite pad and washed with ethanol (2×10 mL). The combined filtrate was evaporated in vacuo to give an oily residue which was triturated with Et2O to provide an off-white solid 4 (1.57 g, 97% yield). Reactants: IC[C@H](CN1C(COC2=C1C=C(C=C2)C)=O)C ((S)-4-(3-Iodo-2-methylpropyl)-6-methyl-4H-benzo[1,4]oxazin-3-one), C(CCCC)C1CC2CCC(C1)N2 (3-pentyl-8-azabicyclo[3.2.1]octane). Run in CCN(CC)CC (Et3N). The product is CH2Cl2 I-PrOH, C(CCCC)C1CC2CCC(C1)N2C[C@H](CN2C(COC1=C2C=C(C=C1)C)=O)C ((R)-4-[3-(3-Pentyl-8-azabicyclo[3.2.1]oct-8-yl)-2-methylpropyl]-6-methyl-4H-benzo[1,4]oxazin-3-one). Isolated yield 69.3%. As a reaction SMILES: I[CH2:2][C@@H:3]([CH3:17])[CH2:4][N:5]1[C:10]2[CH:11]=[C:12]([CH3:15])[CH:13]=[CH:14][C:9]=2[O:8][CH2:7][C:6]1=[O:16].[CH2:18]([CH:23]1[CH2:29][CH:28]2[NH:30][CH:25]([CH2:26][CH2:27]2)[CH2:24]1)[CH2:19][CH2:20][CH2:21][CH3:22]>CCN(CC)CC>[CH2:18]([CH:23]1[CH2:24][CH:25]2[N:30]([CH2:2][C@@H:3]([CH3:17])[CH2:4][N:5]3[C:10]4[CH:11]=[C:12]([CH3:15])[CH:13]=[CH:14][C:9]=4[O:8][CH2:7][C:6]3=[O:16])[CH:28]([CH2:27][CH2:26]2)[CH2:29]1)[CH2:19][CH2:20][CH2:21][CH3:22]. Reported procedure: Crude (S)-4-(3-Iodo-2-methylpropyl)-6-methyl-4H-benzo[1,4]oxazin-3-one (0.15 g), Et3N (0.5 mL) and 3-pentyl-8-azabicyclo[3.2.1]octane (95 mg, 5.2 mmol) were reacted according to GP17. Flash CC (SiO2; CH2Cl2/I-PrOH 92:8) gave the title compound (0.12 g, 68%). 1H NMR (CD3OD) δ 7.06 (s, 1H), 6.86 (d, J=8.0 Hz, 1H), 6.81 (brd, J=8.0 Hz, 1H), 4.52 (ABq, J=14.8, 27.2 Hz, 2H), 4.06 (dd, J=5.6, 14.2 Hz, 1H), 4.96 (dd, J=8.8, 14.2 Hz, 1H), 3.16-3.02 (m, 2H), 2.34-2.07 (m, 7H), 2.31(s, 3H), 2.04-1.81 (m, ... Reactants: Cc1cc(Br)ccc1S(=O)(=O)N(C)C, Cc1cc(C(N)=O)c(C)n1-c1ccccc1C(F)(F)F, CNCCNC, CCOC(C)=O, Cc1ccccc1, [Cu]I, [K+], [K+], O=C([O-])[O-]. Product: Cc1cc(NC(=O)c2cc(C)n(-c3ccccc3C(F)(F)F)c2C)ccc1S(=O)(=O)N(C)C. As a reaction SMILES: [Br:1][c:2]1[cH:3][c:4]([CH3:14])[c:5]([S:8](=[O:9])(=[O:10])[N:11]([CH3:12])[CH3:13])[cH:6][cH:7]1.[CH3:15][c:16]1[n:17](-[c:25]2[c:26]([C:31]([F:32])([F:33])[F:34])[cH:27][cH:28][cH:29][cH:30]2)[c:18]([CH3:24])[cH:19][c:20]1[C:21](=[O:22])[NH2:23].[CH3:41][NH:42][CH2:43][CH2:44][NH:45][CH3:46].[CH3:47][CH2:48][O:49][C:50]([CH3:51])=[O:52].[CH3:55][c:56]1[cH:57][cH:58][cH:59][cH:60][cH:61]1.[Cu:53][I:54].[K+:35].[K+:36].[O-:37][C:38]([O-:39])=[O:40]>>[c:2]1([NH:23][C:21]([c:20]2[c:16]([CH3:15])[n:17](-[c:25]3[c:26]([C:31]([F:32])([F:33])[F:34])[cH:27][cH:28][cH:29][cH:30]3)[c:18]([CH3:24])[cH:19]2)=[O:22])[cH:3][c:4]([CH3:14])[c:5]([S:8](=[O:9])(=[O:10])[N:11]([CH3:12])[CH3:13])[cH:6][cH:7]1. Starting materials: CC1=Cc2cc(Br)ccc2OC1(C)C, CC(C)(C)[O-], COc1cccc(S)c1, CCO, [Na+]. Product: COc1cccc(Sc2ccc3c(c2)C=C(C)C(C)(C)O3)c1. RXN SMILES: [Br:1][c:2]1[cH:3][c:4]2[c:5]([cH:13][cH:14]1)[O:6][C:7]([CH3:11])([CH3:12])[C:8]([CH3:10])=[CH:9]2.[CH3:15][C:16]([CH3:17])([O-:18])[CH3:19].[CH3:21][O:22][c:23]1[cH:24][c:25]([SH:29])[cH:26][cH:27][cH:28]1.[CH3:30][CH2:31][OH:32].[Na+:20]>>[c:2]1([S:29][c:25]2[cH:24][c:23]([O:22][CH3:21])[cH:28][cH:27][cH:26]2)[cH:3][c:4]2[c:5]([cH:13][cH:14]1)[O:6][C:7]([CH3:11])([CH3:12])[C:8]([CH3:10])=[CH:9]2. Reactants: CC=1NC(=C(C(C1C(=O)OCC)C1=C(C=CC=C1)[N+](=O)[O-])C(=O)OCC)CC=O (diethyl 2-methyl-4-(2-nitrophenyl)-6-formylmethyl-1,4-dihydropyridine-3,5-dicarboxylate), Cl.NO (hydroxylamine hydrochloride), C(C)(=O)[O-].[Na+] (sodium acetate), C(C)(=O)O (acetic acid). The solvent is C(C)(=O)OC(C)=O (acetic anhydride). Product: CC=1NC(=C(C(C1C(=O)OCC)C1=C(C=CC=C1)[N+](=O)[O-])C(=O)OCC)CC#N (diethyl 2-methyl-4-(2-nitrophenyl)-6-cyanomethyl-1,4-dihydropyridine-3,5-dicarboxylate). As a reaction SMILES: C[C:2]1[NH:3][C:4]([CH2:27][CH:28]=O)=[C:5]([C:22]([O:24][CH2:25][CH3:26])=[O:23])[CH:6]([C:13]2[CH:18]=[CH:17][CH:16]=[CH:15][C:14]=2[N+:19]([O-:21])=[O:20])[C:7]=1C(OCC)=O.Cl.[NH2:31]O.[C:33]([O-:36])(=[O:35])[CH3:34].[Na+].[C:38](O)(=O)[CH3:39]>C(OC(=O)C)(=O)C>[CH3:7][C:2]1[NH:3][C:4]([CH2:27][C:28]#[N:31])=[C:5]([C:22]([O:24][CH2:25][CH3:26])=[O:23])[CH:6]([C:13]2[CH:18]=[CH:17][CH:16]=[CH:15][C:14]=2[N+:19]([O-:21])=[O:20])[C:34]=1[C:33]([O:36][CH2:38][CH3:39])=[O:35] |f:1.2,3.4|. Reported procedure: Starting from a mixture of diethyl 2-methyl-4-(2-nitrophenyl)-6-formylmethyl-1,4-dihydropyridine-3,5-dicarboxylate, hydroxylamine hydrochloride and sodium acetate in acetic acid and acetic anhydride, was obtained an oil of diethyl 2-methyl-4-(2-nitrophenyl)-6-cyanomethyl-1,4-dihydropyridine-3,5-dicarboxylate, by applying an essentially similar manner to that of Example 4-(2). As a reaction SMILES: N1[CH:6]=[CH:5][C:4](N2C[CH2:10][CH:9]([O:12][Si](C(C)(C)C)(C)C)C2)=[CH:3][CH:2]=1.BrN1[C:25](=[O:26])[CH2:24]C[C:22]1=O>C(#N)C>[CH3:24][CH2:25][O:26][C:9]([CH3:10])=[O:12].[CH3:6][CH2:5][CH2:4][CH:3]([CH3:2])[CH3:22] |f:3.4|. Yields the product CCOC(=O)C.CCCC(C)C (EtOAc isohexane), product. Run at time 8 hour. Reactants: N1=CC=C(C=C1)N1CC(CC1)O[Si](C)(C)C(C)(C)C (1-(4-Pyridyl)-3-(t-butyldimethylsilyloxy)pyrrolidine), BrN1C(CCC1=O)=O (N-bromosuccinimide). Procedure: 1-(4-Pyridyl)-3-(t-butyldimethylsilyloxy)pyrrolidine (8.92 g, 32.1 mmol) was dissolved in acetonitrile (140 ml) and N-bromosuccinimide (6.00 g, 33.7 mmol) was added portionwise. After stirring overnight the solvent was removed under reduced pressure and the residue partitioned between dichloromethane and water. The organic layer was dried over sodium sulphate. After evaporation of the solvent, the residue was purified by column chromatography on silica gel, eluting sequentially with CH2Cl2; 5%Me... The solvent is C(C)#N (acetonitrile). The reactants are C(C)(C)(C)OC(=O)N1CCC2(CC(NC2)=O)CC1 (3-oxo-2,8-diaza-spiro[4,5]decane-8-carboxylic acid tert-butyl ester), FC(S(=O)(=O)OC=1COC(C1C)=O)(F)F (4-methyl-5-oxo-2,5-dihydrofuran-3-yl trifluoromethanesulfonate), CC1=C(COC1=O)N1C(C2(CCC1)CCNCC2)=O (2-(4-Methyl-5-oxo-2,5-dihydrofuran-3-yl)-2,9-diazaspiro[5.5]undecan-1-one). The product is O=C1C=C(CO1)N1CC2(CC1=O)CCNCC2 (2-(5-oxo-2,5-dihydrofuran-3-yl)-2,8-diazaspiro[4.5]decan-3-one). RXN SMILES: C(OC([N:8]1[CH2:18][CH2:17][C:11]2([CH2:15][NH:14][C:13](=[O:16])[CH2:12]2)[CH2:10][CH2:9]1)=O)(C)(C)C.FC(F)(F)S(O[C:25]1[CH2:26][O:27][C:28](=[O:31])[C:29]=1C)(=O)=O.CC1C(=O)OCC=1N1CCCC2(CCNCC2)C1=O>>[O:31]=[C:28]1[O:27][CH2:26][C:25]([N:14]2[C:13](=[O:16])[CH2:12][C:11]3([CH2:10][CH2:9][NH:8][CH2:18][CH2:17]3)[CH2:15]2)=[CH:29]1. Procedure details: The title compound was prepared from 3-oxo-2,8-diaza-spiro[4,5]decane-8-carboxylic acid tert-butyl ester and 4-methyl-5-oxo-2,5-dihydrofuran-3-yl trifluoromethanesulfonate in two steps in an analogous fashion to that described for 2-(4-Methyl-5-oxo-2,5-dihydrofuran-3-yl)-2,9-diazaspiro[5.5]undecan-1-one (I-19) above. Reactants: C1OC=2C=C(C=CC2O1)O (3,4-methylenedioxy phenol), 1-(2'-pyridyl)-2-bromoethanol, Br (hydrobromide), [H-].[Na+] (sodium hydride). The solvent is O1CCCC1 (tetrahydrofuran). Conditions: time 30 minute. The product is C1OC=2C=C([O-])C=CC2O1.[Na+] (sodium 3,4-methylenedioxy-phenoxide), solid. As a reaction SMILES: [CH2:1]1[O:9][C:8]2[CH:7]=[CH:6][C:5]([OH:10])=[CH:4][C:3]=2[O:2]1.[H-].[Na+:12].Br>O1CCCC1>[CH2:1]1[O:9][C:8]2[CH:7]=[CH:6][C:5]([O-:10])=[CH:4][C:3]=2[O:2]1.[Na+:12] |f:1.2,5.6|. Reported procedure: A solution of sodium 3,4-methylenedioxy-phenoxide was prepared by adding slowly with stirring and under nitrogen a solution of 3,4-methylenedioxy phenol (59.66 g, 0.432 mole) in 250 ml of tetrahydrofuran (THF) (distilled from lithium aluminum hydride) to a mixture of sodium hydride (50%) (20.74 g, 0.432 mole), (previously washed with hexane and dried) in 250 ml of THF. After stirring for 30 min at room temperature, all evolution of hydrogen ceased and 1-(2'-pyridyl)-2-bromoethanol* hydrobromide ... Starting materials: ClC1=C(C=C(C(=C1)F)N1C(N(C(=CC1=O)C(F)(F)F)C)=O)S(=O)(=O)Cl (2-chloro-4-fluoro-5-[3-methyl-2,6-dioxo-4-(trifluoromethyl)-1,2,3,6-tetrahydropyrimidin-1-yl]benzenesulfonyl chloride), ice water. The reagents and catalysts are [Zn] (zinc). Solvent: C(C)(=O)O (acetic acid). Product: ClC1=C(C=C(C(=C1)F)N1C(N(C(=CC1=O)C(F)(F)F)C)=O)S (2-chloro-4-fluoro-5-[3-methyl-2,6-dioxo-4-(trifluoromethyl)-1,2,3,6-tetrahydropyrimidin-1-yl]phenyl mercaptan). Yield: 97.1%. RXN SMILES: [Cl:1][C:2]1[CH:7]=[C:6]([F:8])[C:5]([N:9]2[C:14](=[O:15])[CH:13]=[C:12]([C:16]([F:19])([F:18])[F:17])[N:11]([CH3:20])[C:10]2=[O:21])=[CH:4][C:3]=1[S:22](Cl)(=O)=O>C(O)(=O)C.[Zn]>[Cl:1][C:2]1[CH:7]=[C:6]([F:8])[C:5]([N:9]2[C:14](=[O:15])[CH:13]=[C:12]([C:16]([F:17])([F:18])[F:19])[N:11]([CH3:20])[C:10]2=[O:21])=[CH:4][C:3]=1[SH:22]. Procedure: 1.65 g of 2-chloro-4-fluoro-5-[3-methyl-2,6-dioxo-4-(trifluoromethyl)-1,2,3,6-tetrahydropyrimidin-1-yl]benzenesulfonyl chloride was dissolved in 16 ml of acetic acid, to this was added 4.4 g of zinc, then, they were reacted while heating under reflux. After completion of the reaction, the reaction solution was cooled, then, this was poured into ice water, extracted with ethyl acetate, and filtrated. The filtrate was separated, then, the organic layer was washed with saturated saline, dried over ...